This data is from the Open Reaction Database (ORD), a public repository of structured organic reaction records. The task is: describe an organic reaction: reactants, conditions, products, and yield The reactants are B, C1CCOC1, CSC, CO, N#CCOc1c(Cl)ccc2c1c1cccc3c1n2C(c1ccccc1)CO3. Yields the product NCCOc1c(Cl)ccc2c1c1cccc3c1n2C(c1ccccc1)CO3. Reaction SMILES: [BH3:31].[CH2:34]1[O:35][CH2:36][CH2:37][CH2:38]1.[CH3:28][S:29][CH3:30].[CH3:32][OH:33].[Cl:1][c:2]1[cH:3][cH:4][c:5]2[n:6]3[c:7]4[c:8]([cH:9][cH:10][cH:11][c:12]4[c:13]2[c:14]1[O:15][CH2:16][C:17]#[N:18])[O:19][CH2:20][CH:21]3[c:22]1[cH:23][cH:24][cH:25][cH:26][cH:27]1>>[Cl:1][c:2]1[cH:3][cH:4][c:5]2[n:6]3[c:7]4[c:8]([cH:9][cH:10][cH:11][c:12]4[c:13]2[c:14]1[O:15][CH2:16][CH2:17][NH2:18])[O:19][CH2:20][CH:21]3[c:22]1[cH:23][cH:24][cH:25][cH:26][cH:27]1. Starting materials: ice water, [N+](=O)([O-])C1=CC=C(C=C1)S(=O)(=O)NC=1C=C(C=CC1)C1=CC(=CC(=C1OC)OC)CC=1C(=NC(=NC1)N)N (5-(3'-(4-nitrobenzene-sulphonylamino)-5,6-dimethoxy-biphenyl-3-ylmethyl)-pyrimidine-2,4-diamine), [OH-].[Na+] (sodium hydroxide). The reagents and catalysts are [Fe] (iron). The solvent is C(C)(=O)O (acetic acid). Reaction conditions: time 2 hour. Yields the product NC1=CC=C(C=C1)S(=O)(=O)NC=1C=C(C=CC1)C1=CC(=CC(=C1OC)OC)CC=1C(=NC(=NC1)N)N (5-(3'-(4-aminobenzene-sulphonylamino)-5,6-dimethoxy-biphenyl-3-ylmethyl)-pyrimidine-2,4-diamine). The yield is 75.7%. RXN SMILES: [N+:1]([C:4]1[CH:9]=[CH:8][C:7]([S:10]([NH:13][C:14]2[CH:15]=[C:16]([C:20]3[C:25]([O:26][CH3:27])=[C:24]([O:28][CH3:29])[CH:23]=[C:22]([CH2:30][C:31]4[C:32]([NH2:38])=[N:33][C:34]([NH2:37])=[N:35][CH:36]=4)[CH:21]=3)[CH:17]=[CH:18][CH:19]=2)(=[O:12])=[O:11])=[CH:6][CH:5]=1)([O-])=O.[OH-].[Na+]>C(O)(=O)C.[Fe]>[NH2:1][C:4]1[CH:5]=[CH:6][C:7]([S:10]([NH:13][C:14]2[CH:15]=[C:16]([C:20]3[C:25]([O:26][CH3:27])=[C:24]([O:28][CH3:29])[CH:23]=[C:22]([CH2:30][C:31]4[C:32]([NH2:38])=[N:33][C:34]([NH2:37])=[N:35][CH:36]=4)[CH:21]=3)[CH:17]=[CH:18][CH:19]=2)(=[O:12])=[O:11])=[CH:8][CH:9]=1 |f:1.2|. Procedure: 322 mg of 5-(3'-(4-nitrobenzene-sulphonylamino)-5,6-dimethoxy-biphenyl-3-ylmethyl)-pyrimidine-2,4-diamine (Example 4f)) are dissolved in 15 ml of glacial acetic acid and treated portionwise with 650 mg of iron powder. The mixture is stirred at room temperature for 2 hrs. Subsequently, it is poured on to ice-water, made alkaline with dilute sodium hydroxide solution and filtered. The residue and the aqueous phase are washed with ethyl acetate; the combined organic phases are dried, evaporated and... The reactants are [H-].[Na+] (sodium hydride), [Cl-].[Na+] (sodium chloride), C(C)C1=NOC(=C1)C=CC1=C(C=CC=C1)O (3-ethyl-5-(2-hydroxystyryl)-isoxazole), C(Br)C1CO1 (epibromohydrin). Yields the product C(C)C1=NOC(=C1)C=CC1=C(C=CC=C1)OCC1CO1 (3-Ethyl-5-[2-(2,3-epoxypropoxy)-styryl]-isoxazole). As a reaction SMILES: [H-].[Na+].[CH2:3]([C:5]1[CH:9]=[C:8]([CH:10]=[CH:11][C:12]2[CH:17]=[CH:16][CH:15]=[CH:14][C:13]=2[OH:18])[O:7][N:6]=1)[CH3:4].[CH2:19]([CH:21]1[O:23][CH2:22]1)Br.[Cl-].[Na+]>>[CH2:3]([C:5]1[CH:9]=[C:8]([CH:10]=[CH:11][C:12]2[CH:17]=[CH:16][CH:15]=[CH:14][C:13]=2[O:18][CH2:19][CH:21]2[O:23][CH2:22]2)[O:7][N:6]=1)[CH3:4] |f:0.1,4.5|. Reported procedure: This compound is prepared by the method described for Example V, from 5.1 g of 55% strength sodium hydride (0.116 mole), 25.0 g (0.116 mole) of 3-ethyl-5-(2-hydroxystyryl)-isoxazole and 15.9 g (0.116 mole) of epibromohydrin. The reaction mixture is poured into sodium chloride solution and extracted by shaking with diethyl ether. The ether solution is dried over anhydrous sodium sulfate, and concentrated. 29.2 g (93% of theory) of a colorless oil are obtained. Starting materials: O1CCCC1 (tetrahydrofurane), 14.50, C([C@H](O)CC(C)C)(=O)O (D-leucic acid), C(C1=CC=CC=C1)Br (benzyl bromide). The solvent is C(C)N(CC)CC (triethylamine). Run at time 3 hour. Yields the product C(C1=CC=CC=C1)OC([C@H](O)CC(C)C)=O (D-leucic acid benzyl ester). RXN SMILES: O1CCCC1.[C:6]([OH:14])(=[O:13])[C@@H:7]([CH2:9][CH:10]([CH3:12])[CH3:11])[OH:8].[CH2:15](Br)[C:16]1[CH:21]=[CH:20][CH:19]=[CH:18][CH:17]=1>C(N(CC)CC)C>[CH2:15]([O:13][C:6](=[O:14])[C@@H:7]([CH2:9][CH:10]([CH3:12])[CH3:11])[OH:8])[C:16]1[CH:21]=[CH:20][CH:19]=[CH:18][CH:17]=1. Procedure details: To 150 ml of tetrahydrofurane of 14.50 of D-leucic acid, 15.2 g of triethylamine and then 14.4 ml of benzyl bromide are added, and the solution was stirred for 3 hours while refluxing. The insoluble matter produced from the reaction solution was filtered off, and the filtrate was concentrated in vacuo. The obtained residue was dissolved and extracted in 150 ml of ethyl acetate. The ethyl acetate layer was washed twice with saturated bicarbonate water, twice with 1N hydrochloric acid, and twice w... Reactants: [BH4-], CC(C)(C)OC(=O)NC(COCc1ccccc1)C(=O)ON1C(=O)CCC1=O, [Na+], C1CCOC1, O. Reaction SMILES: [BH4-:29].[CH2:1]([c:2]1[cH:3][cH:4][cH:5][cH:6][cH:7]1)[O:8][CH2:9][CH:10]([NH:11][C:12](=[O:13])[O:14][C:15]([CH3:16])([CH3:17])[CH3:18])[C:19](=[O:20])[O:21][N:22]1[C:23](=[O:24])[CH2:25][CH2:26][C:27]1=[O:28].[Na+:30].[O:32]1[CH2:33][CH2:34][CH2:35][CH2:36]1.[OH2:31]>>[CH2:1]([c:2]1[cH:3][cH:4][cH:5][cH:6][cH:7]1)[O:8][CH2:9][CH:10]([NH:11][C:12](=[O:13])[O:14][C:15]([CH3:16])([CH3:17])[CH3:18])[CH2:19][OH:20]. Product: CC(C)(C)OC(=O)NC(CO)COCc1ccccc1. The reactants are C1(CC1)C[C@@H](C1=NOC(=N1)C)N ((S)-2-cyclopropyl-1-(5-methyl-[1,2,4]oxadiazol-3-yl)-ethylamine), CN(C)C(=[N+](C)C)ON1C2=C(C=CC=C2)N=N1.[B-](F)(F)(F)F (TBTU), CCN(C(C)C)C(C)C (DIEA), C1(CC1)COC1=C(C=CC(=N1)C(=O)O)N1CC(C1)(F)F (6-cyclopropylmethoxy-5-(3,3-difluoro-azetidin-1-yl)-pyridine-2-carboxylic acid). Product: C1(CC1)C[C@@H](C1=NOC(=N1)C)NC(=O)C1=NC(=C(C=C1)N1CC(C1)(F)F)OCC1CC1 (6-Cyclopropylmethoxy-5-(3,3-difluoro-azetidin-1-yl)-pyridine-2-carboxylic acid [(S)-2-cyclopropyl-1-(5-methyl-[1,2,4]oxadiazol-3-yl)-ethyl]-amide). Reaction SMILES: [CH:1]1([CH2:4][O:5][C:6]2[N:11]=[C:10]([C:12]([OH:14])=O)[CH:9]=[CH:8][C:7]=2[N:15]2[CH2:18][C:17]([F:20])([F:19])[CH2:16]2)[CH2:3][CH2:2]1.[CH:21]1([CH2:24][C@H:25]([NH2:32])[C:26]2[N:30]=[C:29]([CH3:31])[O:28][N:27]=2)[CH2:23][CH2:22]1.CN(C(ON1N=NC2C=CC=CC1=2)=[N+](C)C)C.[B-](F)(F)(F)F.CCN(C(C)C)C(C)C>>[CH:21]1([CH2:24][C@H:25]([NH:32][C:12]([C:10]2[CH:9]=[CH:8][C:7]([N:15]3[CH2:18][C:17]([F:20])([F:19])[CH2:16]3)=[C:6]([O:5][CH2:4][CH:1]3[CH2:2][CH2:3]3)[N:11]=2)=[O:14])[C:26]2[N:30]=[C:29]([CH3:31])[O:28][N:27]=2)[CH2:23][CH2:22]1 |f:2.3|. Reported procedure: In analogy to the procedure described in Example 47 b), 6-cyclopropylmethoxy-5-(3,3-difluoro-azetidin-1-yl)-pyridine-2-carboxylic acid (Example 1 b)) was reacted with (S)-2-cyclopropyl-1-(5-methyl-[1,2,4]oxadiazol-3-yl)-ethylamine in the presence of TBTU and DIEA to obtain the title compound; MS (EI): m/e=434.2 [MH+]. Starting materials: ClC=1C(=NC=C(C1)Cl)N1N=CC(=C1Br)[N+](=O)[O-] (1-(3,5-dichloropyrid-2-yl)-4-nitro-5-bromopyrazole), C(C)(C)N (isopropylamine). The solvent is C(Cl)Cl (methylene chloride). Conditions: time 20 hour. The product is ClC=1C(=NC=C(C1)Cl)N1N=CC(=C1NC(C)C)[N+](=O)[O-] (1-(3,5-dichloropyrid-2-yl)-4-nitro-5-isopropylaminopyrazole). Isolated yield 84.3%. RXN SMILES: [Cl:1][C:2]1[C:3]([N:9]2[C:13](Br)=[C:12]([N+:15]([O-:17])=[O:16])[CH:11]=[N:10]2)=[N:4][CH:5]=[C:6]([Cl:8])[CH:7]=1.[CH:18]([NH2:21])([CH3:20])[CH3:19]>C(Cl)Cl>[Cl:1][C:2]1[C:3]([N:9]2[C:13]([NH:21][CH:18]([CH3:20])[CH3:19])=[C:12]([N+:15]([O-:17])=[O:16])[CH:11]=[N:10]2)=[N:4][CH:5]=[C:6]([Cl:8])[CH:7]=1. Procedure: A mixture of 5.1 g (0.015 mol) of 1-(3,5-dichloropyrid-2-yl)-4-nitro-5-bromopyrazole and 13.4 g (0.225 mol) of isopropylamine in 100 ml of methylene chloride is stirred at room temperature for 20 hours. The reaction mixture is evaporated in vacuo, the residue is taken up in 50 ml of methylene chloride and washed twice with 50 ml of water; the organic phase is dried over sodium sulphate and the solvent is distilled off in vacuo. The residue is crystallized by rubbing with petroleum ether, filtere...